Dataset: the Open Reaction Database (ORD), a public repository of structured organic reaction records. Task: describe an organic reaction: reactants, conditions, products, and yield Starting materials: C(=O)(O)[C@H](C(C)(C)C)NC([C@H](CCCCCCC1=CC=C(C(=C1)C)C1=CC(=CC=C1)OC)[C@@H]1OC(OC1=O)(C)C)=O ((2R)-N-[(1S)1-(carboxy)-2,2-dimethylpropyl]-2-[(4S)-2,2-dimethyl-5-oxo-1,3-dioxolan-4-yl]-5-[(3′-methoxy-2-methylbiphen-4-yl)propyl]pentanamide), COC[C@H](C1=CC=CC=C1)N ((1S)-2-methoxy-1-phenylethylamine). The solvent is C(C)(=O)OCC (ethyl acetate). Yields the product CC1(OC([C@@H](O1)[C@H](C(=O)N[C@@H](C(C)(C)C)C(=O)N[C@H](COC)C1=CC=CC=C1)CCCCCCC1=CC=C(C(=C1)C)C1=CC(=CC=C1)OC)=O)C ((2R)-2-[(4S)-2,2-dimethyl-5-oxo-1,3-dioxolan-4-yl]-N-[(1S)-2,2-dimethyl-1-({[(1S)-2-methoxy-1-phenylethyl]amino}carbonyl)propyl]-5-[(3′-methoxy-2-methylbiphen-4-yl)propyl]pentanamide). The yield is 64.9%. As a reaction SMILES: [C:1]([C@@H:4]([NH:9][C:10](=[O:41])[C@@H:11]([C@H:33]1[C:37](=[O:38])[O:36][C:35]([CH3:40])([CH3:39])[O:34]1)[CH2:12][CH2:13][CH2:14][CH2:15][CH2:16][CH2:17][C:18]1[CH:23]=[C:22]([CH3:24])[C:21]([C:25]2[CH:30]=[CH:29][CH:28]=[C:27]([O:31][CH3:32])[CH:26]=2)=[CH:20][CH:19]=1)[C:5]([CH3:8])([CH3:7])[CH3:6])(O)=[O:2].[CH3:42][O:43][CH2:44][C@@H:45]([NH2:52])[C:46]1[CH:51]=[CH:50][CH:49]=[CH:48][CH:47]=1>C(OCC)(=O)C>[CH3:39][C:35]1([CH3:40])[O:34][C@@H:33]([C@@H:11]([CH2:12][CH2:13][CH2:14][CH2:15][CH2:16][CH2:17][C:18]2[CH:23]=[C:22]([CH3:24])[C:21]([C:25]3[CH:30]=[CH:29][CH:28]=[C:27]([O:31][CH3:32])[CH:26]=3)=[CH:20][CH:19]=2)[C:10]([NH:9][C@H:4]([C:1]([NH:52][C@@H:45]([C:46]2[CH:51]=[CH:50][CH:49]=[CH:48][CH:47]=2)[CH2:44][O:43][CH3:42])=[O:2])[C:5]([CH3:6])([CH3:7])[CH3:8])=[O:41])[C:37](=[O:38])[O:36]1. Procedure details: According to the method of Example 25(a), (2R)-N-[(1S)1-(carboxy)-2,2-dimethylpropyl]-2-[(4S)-2,2-dimethyl-5-oxo-1,3-dioxolan-4-yl]-5-[(3′-methoxy-2-methylbiphen-4-yl)propyl]pentanamide (Preparation 34)(220 mg, 0.42 mmol) was reacted with (1S)-2-methoxy-1-phenylethylamine (63 mg, 0.42 mmol) at room temperature for 2.5 h. The mixture was poured into ethyl acetate (75 mL) and washed with 0.5M aqueous sodium dihydrogenphosphate (2×50 mL) and 5% aqueous sodium bicarbonate (50 mL)(solid sodium chlori... The reactants are C=CC1=CC=CC=C1 (styrene), [Li]CCCC (n-BuLi), 47, C=CC=C (1,3-butadiene), CN(C)CCN(C)C (TMEDA). Product: C=CC1=CC=CC=C1.C=CC=C (styrene 1,3-butadiene). RXN SMILES: [CH2:1]=[CH:2][C:3]1[CH:8]=[CH:7][CH:6]=[CH:5][CH:4]=1.[CH2:9]=[CH:10][CH:11]=[CH2:12].CN(CCN(C)C)C.[Li]CCCC>>[CH2:1]=[CH:2][C:3]1[CH:8]=[CH:7][CH:6]=[CH:5][CH:4]=1.[CH2:9]=[CH:10][CH:11]=[CH2:12] |f:4.5|. Procedure details: In this example, a 1/11/88 PES/styrene/1,3-butadiene terpolymer was prepared using the procedure described in Example 34 except that the ratio of PES to styrene and to 1,3-butadiene was changed to 1:11:80 and the molar ratio of TMEDA to n-BuLi was also changed to 1:1. GC analysis of residual monomer with respect to polymerization time indicated that PES was randomly distributed along the polymer chain. The resulting terpolymer had a Tg at −42° C. and was determined to a have a ML-4 of 47. The reactants are BrCCCCCCO (6-Bromo-1-hexanol), [N-]=[N+]=[N-].[Na+] (sodium azide). Solvent: CN(C)C=O (DMF). Reaction conditions: temperature 50 celsius, time 3 day. Yields the product N(=[N+]=[N-])CCCCCCO (6-azido-1-hexanol). Yield: 99.0%. Reaction SMILES: Br[CH2:2][CH2:3][CH2:4][CH2:5][CH2:6][CH2:7][OH:8].[N-:9]=[N+:10]=[N-:11].[Na+]>CN(C=O)C>[N:9]([CH2:2][CH2:3][CH2:4][CH2:5][CH2:6][CH2:7][OH:8])=[N+:10]=[N-:11] |f:1.2|. Procedure: 6-Bromo-1-hexanol (5.00 g, 27.6 mmol) was dissolved in 12 mL of DMF. To this solution, sodium azide (4.00 g, 61.5 mmol) was added and the mixture was stirred at 50° C. for 3 days. The mixture was concentrated by evaporation, and distilled water (10 mL) was added thereto. This aqueous solution was extracted six times with diethyl ether, and the combined organic extracts were dried over magnesium sulfate, followed by evaporation to give a product (6-azido-1-hexanol). The yield was 99% or more. Starting materials: FC(C(F)F)(OC=1C=C(C=CC1)CNC=1C=C(C=CC1)O)F (3-[[[3-(1,1,2,2-tetrafluoroethoxy)phenyl]methyl]amino]phenol), R-(+)-1,1,1-trifluoro-2,3-epoxypropane, FC(S(=O)(=O)[O-])(F)F.[Yb+3].FC(S(=O)(=O)[O-])(F)F.FC(S(=O)(=O)[O-])(F)F (ytterbium trifluoromethanesulfonate). Solvent: C(C)#N (acetonitrile), O (water), C(C)OCC (diethyl ether). Yields the product FC(C(F)F)(OC=1C=C(C=CC1)CN(C[C@H](C(F)(F)F)O)C1=CC(=CC=C1)OCC1=CC(=CC=C1)C(F)(F)F)F ((2R)-3-[[[3-(1,1,2,2-tetrafluoroethoxy)phenyl]methyl][3-[[3-(trifluoromethyl)-phenyl]methoxy]phenyl]amino]-1,1,1-trifluoro-2-propanol). The yield is 597.5%. Reaction SMILES: [F:1][C:2]([F:22])([O:6][C:7]1[CH:8]=[C:9]([CH2:13][NH:14][C:15]2[CH:16]=[C:17]([OH:21])[CH:18]=[CH:19][CH:20]=2)[CH:10]=[CH:11][CH:12]=1)[CH:3]([F:5])[F:4].[F:23][C:24]([F:30])([F:29])S([O-])(=O)=O.[Yb+3].[F:32][C:33]([F:39])([F:38])S([O-])(=O)=O.FC(F)(F)S([O-])(=O)=O>C(#N)C.O.C(OCC)C>[F:1][C:2]([F:22])([O:6][C:7]1[CH:8]=[C:9]([CH2:13][N:14]([C:15]2[CH:20]=[CH:19][CH:18]=[C:17]([O:21][CH2:13][C:9]3[CH:10]=[CH:11][CH:12]=[C:7]([C:33]([F:39])([F:38])[F:32])[CH:8]=3)[CH:16]=2)[CH2:3][C@@H:2]([OH:6])[C:24]([F:30])([F:29])[F:23])[CH:10]=[CH:11][CH:12]=1)[CH:3]([F:4])[F:5] |f:1.2.3.4|. Procedure details: EX-20B) A solution of 3-[[[3-(1,1,2,2-tetrafluoroethoxy)phenyl]methyl]amino]phenol (5.1 g, 16.2 mmol) from EX-20A, R-(+)-1,1,1-trifluoro-2,3-epoxypropane (1.5 mL, 17.4 mmol), and ytterbium trifluoromethanesulfonate (1.0 g, 10 mol %) in 10 mL of acetonitrile was heated at 50° C. in a sealed glass tube for 4 h. The reaction mixture was cooled to room temperature, then diluted with water and diethyl ether and extracted. The ether layer was washed with saturated aqueous sodium bicarbonate and brine,... Reactants: ClC1=C(OCC(=O)OCC)C=CC(=C1)C=1C(NC(NN1)=O)C (Ethyl α-[2-chloro-4-(2,3,4,5-tetrahydro-5-methyl-3-oxo-1,2,4-triazin-6-yl)phenoxy]acetate), NC1CCN(CC1)CC1=CC=CC=C1 (4-amino-1-benzylpiperidine). Reaction conditions: time 2.5 hour. Product: C(C1=CC=CC=C1)N1CCC(CC1)NC(COC1=C(C=C(C=C1)C=1C(NC(NN1)=O)C)Cl)=O (N-(1-Benzyl-4-piperidyl)-α-[2-chloro-4-(2,3,4,5-tetrahydro-5-methyl-3-oxo-1,2,4-triazin-6-yl)phenoxy]acetamide). Yield: 69.5%. Reaction SMILES: [Cl:1][C:2]1[CH:14]=[C:13]([C:15]2[CH:16]([CH3:22])[NH:17][C:18](=[O:21])[NH:19][N:20]=2)[CH:12]=[CH:11][C:3]=1[O:4][CH2:5][C:6]([O:8]CC)=O.[NH2:23][CH:24]1[CH2:29][CH2:28][N:27]([CH2:30][C:31]2[CH:36]=[CH:35][CH:34]=[CH:33][CH:32]=2)[CH2:26][CH2:25]1>>[CH2:30]([N:27]1[CH2:28][CH2:29][CH:24]([NH:23][C:6](=[O:8])[CH2:5][O:4][C:3]2[CH:11]=[CH:12][C:13]([C:15]3[CH:16]([CH3:22])[NH:17][C:18](=[O:21])[NH:19][N:20]=3)=[CH:14][C:2]=2[Cl:1])[CH2:25][CH2:26]1)[C:31]1[CH:32]=[CH:33][CH:34]=[CH:35][CH:36]=1. Reported procedure: 0.5 g (1.53 mmole) of ethyl α-[2-chloro-4-(2,3,4,5-tetrahydro-5-methyl-3-oxo-1,2,4-triazin-6-yl)phenoxy]acetate (prepared as described in Example 5) was mixed with 0.58 g (3.06 mmole) of 4-amino-1-benzylpiperidine, and the mixture was stirred at 120°-130° C. for 2.5 hours. The mixture was then cooled, after which it was subjected to column chromatography through silica gel and eluted with methylene chloride containing 2% v/v ethanol to give 0.5 g of a pale yellow oil. Trituration of this oil wit... Reactants: FC1=C(C=CC(=C1)F)C1(OCC(O1)COC1=CC=C(C=C1)N1CCN(CC1)C1=CC=C(C=C1)N1C(N(N=C1)C(C(C)NC1CCN(CC1)CC1=CC=CC=C1)C)=O)CN1N=CN=C1 (4-[4-[4-[4-[[2-(2,4-difluorophenyl)-2-(1H-1,2,4-triazol-1-ylmethyl)-1,3-dioxolan-4-yl]methoxy]phenyl]-1-piperazinyl]phenyl]-2,4-dihydro-2-[2-[[1-(phenylmethyl)-4-piperidinyl]amino]-1-methylpropyl]-3H-1,2,4-triazol-3-one). The reagents and catalysts are [Pd] (Pd on activated carbon). Solvent: CO (methanol). Product: FC1=C(C=CC(=C1)F)C1(OCC(O1)COC1=CC=C(C=C1)N1CCN(CC1)C1=CC=C(C=C1)N1C(N(N=C1)C(C(C)NC1CCNCC1)C)=O)CN1N=CN=C1.C(C)(C)OC(C)C (4-[4-[4-[4-[[2-(2,4-difluorophenyl)-2-(1H-1,2,4-triazol-1-ylmethyl)-1,3-dioxolan-4-yl]methoxy]phenyl]-1-piperazinyl]phenyl]-2,4-dihydro-2-[2-(4-piperidinylamino)-1-methylpropyl]-3H-1,2,4-triazol-3-one diisopropylether). Reaction SMILES: [F:1][C:2]1[CH:7]=[C:6]([F:8])[CH:5]=[CH:4][C:3]=1[C:9]1([CH2:58][N:59]2[CH:63]=[N:62][CH:61]=[N:60]2)[O:13][CH:12]([CH2:14][O:15][C:16]2[CH:21]=[CH:20][C:19]([N:22]3[CH2:27][CH2:26][N:25]([C:28]4[CH:33]=[CH:32][C:31]([N:34]5[CH:38]=[N:37][N:36]([CH:39]([CH3:56])[CH:40]([NH:42][CH:43]6[CH2:48][CH2:47][N:46](CC7C=CC=CC=7)[CH2:45][CH2:44]6)[CH3:41])[C:35]5=[O:57])=[CH:30][CH:29]=4)[CH2:24][CH2:23]3)=[CH:18][CH:17]=2)[CH2:11][O:10]1>CO.[Pd]>[F:1][C:2]1[CH:7]=[C:6]([F:8])[CH:5]=[CH:4][C:3]=1[C:9]1([CH2:58][N:59]2[CH:63]=[N:62][CH:61]=[N:60]2)[O:13][CH:12]([CH2:14][O:15][C:16]2[CH:21]=[CH:20][C:19]([N:22]3[CH2:23][CH2:24][N:25]([C:28]4[CH:33]=[CH:32][C:31]([N:34]5[CH:38]=[N:37][N:36]([CH:39]([CH3:56])[CH:40]([NH:42][CH:43]6[CH2:44][CH2:45][NH:46][CH2:47][CH2:48]6)[CH3:41])[C:35]5=[O:57])=[CH:30][CH:29]=4)[CH2:26][CH2:27]3)=[CH:18][CH:17]=2)[CH2:11][O:10]1.[CH:12]([O:13][CH:9]([CH3:58])[CH3:3])([CH3:14])[CH3:11] |f:3.4|. Reported procedure: A mixture of [2S-[2α,4α(R*,S*)]]+[2S-[2α,4α(S*,R*)]]-4-[4-[4-[4-[[2-(2,4-difluorophenyl)-2-(1H-1,2,4-triazol-1-ylmethyl)-1,3-dioxolan-4-yl]methoxy]phenyl]-1-piperazinyl]phenyl]-2,4-dihydro-2-[2-[[1-(phenylmethyl)-4-piperidinyl]amino]-1-methylpropyl]-3H-1,2,4-triazol-3-one (0.0046 mol) in methanol (100 ml) was hydrogenated at room temperature for 72 hours with Pd on activated carbon 10% (2 g) as a catalyst. After uptake of H2, the catalyst was filtered off and the filtrate was evaporated. The res... The reactants are ClC=1N=C(C2=C(N1)C(=NC=N2)N2CCCC2)N2CCS(CC2)=O (2-chloro-4-(1-oxido-thiomorpholino)-8-pyrrolidinopyrimido[5,4-d]pyrimidine), OCCN (2-hydroxyethyl-amine). Product: OCCNC=1N=C(C2=C(N1)C(=NC=N2)N2CCCC2)N2CCS(CC2)=O (2-(2-Hydroxyethyl-amino)-4-(1-oxido-thiomorpholino)-8-pyrrolidino-pyrimido[5,4-d]pyrimidine). Reaction SMILES: Cl[C:2]1[N:3]=[C:4]([N:17]2[CH2:22][CH2:21][S:20](=[O:23])[CH2:19][CH2:18]2)[C:5]2[N:11]=[CH:10][N:9]=[C:8]([N:12]3[CH2:16][CH2:15][CH2:14][CH2:13]3)[C:6]=2[N:7]=1.[OH:24][CH2:25][CH2:26][NH2:27]>>[OH:24][CH2:25][CH2:26][NH:27][C:2]1[N:3]=[C:4]([N:17]2[CH2:22][CH2:21][S:20](=[O:23])[CH2:19][CH2:18]2)[C:5]2[N:11]=[CH:10][N:9]=[C:8]([N:12]3[CH2:16][CH2:15][CH2:14][CH2:13]3)[C:6]=2[N:7]=1. Reported procedure: This compound was prepared analogous to Example 3 from 2-chloro-4-(1-oxido-thiomorpholino)-8-pyrrolidinopyrimido[5,4-d]pyrimidine (melting point: 243°-244° C.) and 2-hydroxyethyl-amine. Reactants: C(C)(C)(C)OC(=O)N1C(CC(C1)=C)C=1NC(=CN1)C1=CC=C(C=C1)C1=CC2=CC=C(C=C2C=C1)C=1NC(=NC1)C1N(CCC1)C(C(C(C)C)NC(=O)OC)=O (2-{5-[4-(6-{2-[1-(2-Methoxycarbonylamino-3-methyl-butyryl)-pyrrolidin-2-yl]-3H-imidazol-4-yl}-naphthalen-2-yl)-phenyl]-1H-imidazol-2-yl}-4-methylene-pyrrolidine-1-carboxylic acid tert-butyl ester), COC(NC(C(C)C)C(=O)N1C(CCC1)C=1NC(=CN1)C1=CC2=CC=C(C=C2C=C1)Br)=O ((1-{2-[5-(6-Bromo-naphthalen-2-yl)-1H-imidazol-2-yl]-pyrrolidine-1-carbonyl}-2-methyl-propyl)-carbamic acid methyl ester), C(C)(C)(C)OC(=O)N1C2CCC(C1C=1NC(=CN1)C1=CC=C(C=C1)B1OC(C(O1)(C)C)(C)C)C2 (3-{5-[4-(4,4,5,5-Tetramethyl-[1,3,2]dioxaborolan-2-yl)-phenyl]-1H-imidazol-2-yl}-2-azabicyclo[2.2.1]heptane-2-carboxylic acid tert-butyl ester). Product: C(C)(C)(C)OC(=O)N1C2CCC(C1C=1NC(=CN1)C1=CC=C(C=C1)C1=CC3=CC=C(C=C3C=C1)C=1NC(=NC1)C1N(CCC1)C(C(C(C)C)NC(=O)OC)=O)C2 (3-{5-[4-(6-{2-[1-(2-Methoxycarbonylamino-3-methyl-butyryl)-pyrrolidin-2-yl]-3H-imidazol-4-yl}-naphthalen-2-yl)-phenyl]-1H-imidazol-2-yl}-2-aza-bicyclo[2.2.1]heptane-2-carboxylic acid tert-butyl ester). The yield is 63.0%. Reaction SMILES: [C:1]([O:5][C:6]([N:8]1[CH2:12][C:11](=[CH2:13])[CH2:10][CH:9]1[C:14]1[NH:15][C:16]([C:19]2[CH:24]=[CH:23][C:22]([C:25]3[CH:34]=[CH:33][C:32]4[C:27](=[CH:28][CH:29]=[C:30]([C:35]5[NH:36][C:37]([CH:40]6[CH2:44][CH2:43][CH2:42][N:41]6[C:45](=[O:55])[CH:46]([NH:50][C:51]([O:53][CH3:54])=[O:52])[CH:47]([CH3:49])[CH3:48])=[N:38][CH:39]=5)[CH:31]=4)[CH:26]=3)=[CH:21][CH:20]=2)=[CH:17][N:18]=1)=[O:7])([CH3:4])([CH3:3])[CH3:2].[CH3:56]OC(=O)NC(C(N1CCCC1C1NC(C2C=CC3C(=CC=C(Br)C=3)C=2)=CN=1)=O)C(C)C.C(OC(N1C(C2NC(C3C=CC(B4OC(C)(C)C(C)(C)O4)=CC=3)=CN=2)C2CC1CC2)=O)(C)(C)C>>[C:1]([O:5][C:6]([N:8]1[CH:9]([C:14]2[NH:15][C:16]([C:19]3[CH:20]=[CH:21][C:22]([C:25]4[CH:34]=[CH:33][C:32]5[C:27](=[CH:28][CH:29]=[C:30]([C:35]6[NH:36][C:37]([CH:40]7[CH2:44][CH2:43][CH2:42][N:41]7[C:45](=[O:55])[CH:46]([NH:50][C:51]([O:53][CH3:54])=[O:52])[CH:47]([CH3:48])[CH3:49])=[N:38][CH:39]=6)[CH:31]=5)[CH:26]=4)=[CH:23][CH:24]=3)=[CH:17][N:18]=2)[CH:10]2[CH2:56][CH:12]1[CH2:13][CH2:11]2)=[O:7])([CH3:4])([CH3:2])[CH3:3]. Procedure details: This compound was synthesized using the procedure used to synthesize 2-{5-[4-(6-{2-[1-(2-Methoxycarbonylamino-3-methyl-butyryl)-pyrrolidin-2-yl]-3H-imidazol-4-yl}-naphthalen-2-yl)-phenyl]-1H-imidazol-2-yl}-4-methylene-pyrrolidine-1-carboxylic acid tert-butyl ester using (1-{2-[5-(6-Bromo-naphthalen-2-yl)-1H-imidazol-2-yl]-pyrrolidine-1-carbonyl}-2-methyl-propyl)-carbamic acid methyl ester (0.200 g, 0.400 mmol) and 3-{5-[4-(4,4,5,5-Tetramethyl-[1,3,2]dioxaborolan-2-yl)-phenyl]-1H-imidazol-2-yl}-2...